This data is from the Open Reaction Database (ORD), a public repository of structured organic reaction records. The task is: describe an organic reaction: reactants, conditions, products, and yield The reactants are N1CCOCC1 (morpholine), sodium dihydro-bis(2-methoxyethoxy)-aluminate, C(C)OC(C(=C(C)C1=CC=C(C=C1)C(C)(C)C)C)=O (3-(p-tert.butyl-phenyl)-2,3-dimethyl-acrylic acid ethyl ester), O (water), Cl (hydrochloric acid). The solvent is C1(=CC=CC=C1)C (toluene), C1(=CC=CC=C1)C (toluene), C1(=CC=CC=C1)C (toluene), C1(=CC=CC=C1)C (toluene). Reaction conditions: temperature 0 celsius, time 0.75 hour. Product: C(C)(C)(C)C1=CC=C(C(=C(C=O)C)C)C=C1 (p-tert.butyl-α,β-dimethyl-cinnamaldehyde). RXN SMILES: N1CCOCC1.C([O:9][C:10](=O)[C:11]([CH3:24])=[C:12]([C:14]1[CH:19]=[CH:18][C:17]([C:20]([CH3:23])([CH3:22])[CH3:21])=[CH:16][CH:15]=1)[CH3:13])C.O.Cl>C1(C)C=CC=CC=1>[C:20]([C:17]1[CH:16]=[CH:15][C:14]([C:12]([CH3:13])=[C:11]([CH3:24])[CH:10]=[O:9])=[CH:19][CH:18]=1)([CH3:23])([CH3:21])[CH3:22]. Procedure details: A solution of 270 ml of morpholine in 1000 ml of absolute toluene is added dropwise at 0° C. over a period of 30-40 minutes to 740 ml of a 70% sodium dihydro-bis(2-methoxyethoxy)-aluminate solution in toluene and 1200 ml of toluene. The resulting solution is added dropwise at 0° C. over a period of 1 hour to 78.0 g of 3-(p-tert.butyl-phenyl)-2,3-dimethyl-acrylic acid ethyl ester in 340 ml of absolute toluene. The mixture is then stirred at 0° C. for 0.75 hour, poured into 3 liters of water and h... The reactants are C(CCCCCCCCCCCCC)(=O)[O-] (myristate), P(O)(=O)(OP(=O)(O)OP(=O)(O)O)OC[C@@H]1[C@H]([C@H]([C@@H](O1)N1C=NC=2C(N)=NC=NC12)O)O (ATP), [C@@H]1([C@H](O)[C@H](OP(=O)(O)O)[C@@H](COP(=O)(O)OP(=O)(O)OCC(C)(C)[C@@H](O)C(=O)NCCC(=O)NCCS)O1)N1C=NC=2C(N)=NC=NC12 (Coenzyme A), Acyl-Coa, peptide. The product is C(CCCCCCCCCCCCC)(=O)SCCNC(CCNC([C@@H](C(COP(OP(OC[C@@H]1[C@H]([C@H]([C@@H](O1)N1C=NC=2C(N)=NC=NC12)O)OP(=O)(O)O)(=O)O)(=O)O)(C)C)O)=O)=O (Myristoylcoenzyme A), peptide. As a reaction SMILES: [C:1]([O-:16])(=O)[CH2:2][CH2:3][CH2:4][CH2:5][CH2:6][CH2:7][CH2:8][CH2:9][CH2:10][CH2:11][CH2:12][CH2:13][CH3:14].P(OC[C@H]1O[C@@H](N2C3N=CN=C(N)C=3N=C2)[C@H](O)[C@@H]1O)(OP(OP(O)(O)=O)(O)=O)(=O)O.[C@@H:48]1([N:86]2[C:95]3[N:94]=[CH:93][N:92]=[C:90]([NH2:91])[C:89]=3[N:88]=[CH:87]2)[O:85][C@H:57]([CH2:58][O:59][P:60]([O:63][P:64]([O:67][CH2:68][C:69]([C@H:72]([C:74]([NH:76][CH2:77][CH2:78][C:79]([NH:81][CH2:82][CH2:83][SH:84])=[O:80])=[O:75])[OH:73])([CH3:71])[CH3:70])([OH:66])=[O:65])([OH:62])=[O:61])[C@@H:51]([O:52][P:53]([OH:56])([OH:55])=[O:54])[C@H:49]1[OH:50]>>[C:1]([S:84][CH2:83][CH2:82][NH:81][C:79](=[O:80])[CH2:78][CH2:77][NH:76][C:74](=[O:75])[C@H:72]([OH:73])[C:69]([CH3:70])([CH3:71])[CH2:68][O:67][P:64]([OH:66])(=[O:65])[O:63][P:60]([OH:62])(=[O:61])[O:59][CH2:58][C@H:57]1[O:85][C@@H:48]([N:86]2[C:95]3[N:94]=[CH:93][N:92]=[C:90]([NH2:91])[C:89]=3[N:88]=[CH:87]2)[C@H:49]([OH:50])[C@@H:51]1[O:52][P:53]([OH:56])([OH:55])=[O:54])(=[O:16])[CH2:2][CH2:3][CH2:4][CH2:5][CH2:6][CH2:7][CH2:8][CH2:9][CH2:10][CH2:11][CH2:12][CH2:13][CH3:14]. Procedure: The compounds are then tested on the supernatant in competition with the peptide substrate Gly-Asn-(Ala)4 -(Arg)2 ("G8R") according to the conditions which follow, as described by TOWLER et al. (PNAS, (1987), 84, 2708-2711). Myristoylcoenzyme A is synthesized enzymatically immediately before use by incubation of myristate with ATP, Coenzyme A (lithium salt) and Pseudomonas Acyl-Coa synthetase (20 min at 30° C.). The peptide substrate and the biological source as obtained above are then added. Th... The reactants are CCOC=C(C(=O)OCC)C(=O)c1cc(F)c(F)c(Cl)c1F, CN1CCCC1, ClC(Cl)Cl, CCOC(=O)CC(=O)c1cc(F)c(F)c(Cl)c1F, Cl, Nc1cc(N)c(F)cn1. Product: CCOC(=O)C(=CNc1cc(N)ncc1F)C(=O)c1cc(F)c(F)c(Cl)c1F. Reaction SMILES: [CH2:1]([O:2][CH:4]=[C:5]([C:6](=[O:7])[O:8][CH2:9][CH3:10])[C:11]([c:12]1[c:13]([F:21])[c:14]([Cl:20])[c:15]([F:19])[c:16]([F:18])[cH:17]1)=[O:22])[CH3:3].[CH3:51][N:52]1[CH2:53][CH2:54][CH2:55][CH2:56]1.[CH:57]([Cl:58])([Cl:59])[Cl:60].[Cl:23][c:24]1[c:25]([F:26])[c:27]([C:33]([CH2:34][C:35]([O:36][CH2:37][CH3:38])=[O:39])=[O:40])[cH:28][c:29]([F:30])[c:31]1[F:32].[ClH:41].[NH2:42][c:43]1[n:44][cH:45][c:46]([F:50])[c:47]([NH2:49])[cH:48]1>>[CH:4](=[C:5]([C:6](=[O:7])[O:8][CH2:9][CH3:10])[C:11]([c:12]1[c:13]([F:21])[c:14]([Cl:20])[c:15]([F:19])[c:16]([F:18])[cH:17]1)=[O:22])[NH:49][c:47]1[c:46]([F:50])[cH:45][n:44][c:43]([NH2:42])[cH:48]1. RXN SMILES: [BrH:18].[Cu:20][Br:21].[N:1]([O-:2])=[O:3].[NH2:5][c:6]1[c:7]2[cH:8][cH:9][cH:10][n:11][c:12]2[cH:13][cH:14][cH:15]1.[Na+:17].[Na+:4].[OH-:16].[OH2:19]>>[c:6]1([Br:18])[c:7]2[cH:8][cH:9][cH:10][n:11][c:12]2[cH:13][cH:14][cH:15]1. Starting materials: Br, [Cu]Br, O=N[O-], Nc1cccc2ncccc12, [Na+], [Na+], [OH-], O. Product: Brc1cccc2ncccc12. Reactants: CNC(=O)NC (1,3-dimethylurea), 269.5g, P(OCCCl)(OCCCl)OCCCl (tris(2-chloroethyl) phosphite), 135g, C(C)C(C=O)CCCC (2-ethylhexaldehyde). The solvent is C1CCCCC1 (cyclohexane), O (H2O). The product is CN(C(=O)NC)C(C(CCCC)CC)P(O)(O)=O (1-(1,3-Dimethylureido)-2-ethylhexylphosphonic acid). Reaction SMILES: [CH3:1][NH:2][C:3]([NH:5][CH3:6])=[O:4].[P:7]([O:16]CCCl)([O:12]CCCl)[O:8]CCCl.[CH2:20]([CH:22]([CH2:25][CH2:26][CH2:27][CH3:28])[CH:23]=O)[CH3:21]>C1CCCCC1.O>[CH3:1][N:2]([CH:23]([P:7](=[O:8])([OH:12])[OH:16])[CH:22]([CH2:20][CH3:21])[CH2:25][CH2:26][CH2:27][CH3:28])[C:3]([NH:5][CH3:6])=[O:4]. Procedure details: A mixture of 88.1g (1.0 mole) of 1,3-dimethylurea, 269.5g (1.0 mole) of tris(2-chloroethyl) phosphite, and 135g (1.05 moles) of 2-ethylhexaldehyde is warmed at 105°-110° for 2 hr, giving a clear colorless solution: 31P nmr -30.8 and -28.2 ppm (~2:1 areas). Four-fifths of the reaction mixture is dissolved in 200ml of cyclohexane containing 34.5g of H2O, and the mixture is warmed at 82° for 0.5 hr. Filtration after cooling, and extraction of the solid with hot acetonitrile gives 54.7g of white sol... Starting materials: C(C)OC=C1C(NC2=CC=C3C(=C12)SC=N3)=O (8-[ethoxymethylidene]-6H-[1,3]thiazolo[5,4-e]indol-7-one), NC1=CC=C(C=C1)S(=O)(=O)NCC1=CC=NC=C1 (4-amino-N-(4-pyridinylmethyl)benzenesulfonamide), C(C)O (ethanol). Run in O (water). Yields the product O=C1NC2=CC=C3C(=C2C1=CNC1=CC=C(C=C1)S(=O)(=O)NCC1=CC=NC=C1)SC=N3 (4-{[(7-oxo-6,7-dihydro-8H-[1,3]thiazolo[5,4-e]indol-8-ylidene)methyl]amino}-N-(4-pyridinylmethyl)-benzenesulfonamide). The yield is 74.6%. As a reaction SMILES: C(O[CH:4]=[C:5]1[C:13]2[C:8](=[CH:9][CH:10]=[C:11]3[N:16]=[CH:15][S:14][C:12]3=2)[NH:7][C:6]1=[O:17])C.[NH2:18][C:19]1[CH:24]=[CH:23][C:22]([S:25]([NH:28][CH2:29][C:30]2[CH:35]=[CH:34][N:33]=[CH:32][CH:31]=2)(=[O:27])=[O:26])=[CH:21][CH:20]=1.C(O)C>O>[O:17]=[C:6]1[C:5](=[CH:4][NH:18][C:19]2[CH:24]=[CH:23][C:22]([S:25]([NH:28][CH2:29][C:30]3[CH:35]=[CH:34][N:33]=[CH:32][CH:31]=3)(=[O:27])=[O:26])=[CH:21][CH:20]=2)[C:13]2[C:8](=[CH:9][CH:10]=[C:11]3[N:16]=[CH:15][S:14][C:12]3=2)[NH:7]1. Procedure: To a 250-ml round bottom flask was added a magnetic stir bar, 8-[ethoxymethylidene]-6H-[1,3]thiazolo[5,4-e]indol-7-one (1.98 grams, 8.05 mmol), 4-amino-N-(4-pyridinylmethyl)benzenesulfonamide (2.16 grams, 8.2 mmol) and 95% ethanol (80 ml). The round bottom reaction flask was fitted with a water cooled reflux condenser. The reaction vessel was placed in an oil bath at room temperature with stirring and the temperature of the oil bath was then raised to a gentle reflux and maintained at that tempe... Starting materials: C(C)NC1=CC(=CC=C1)C (N-ethyl-m-toluidine), C(Cl)C1CO1 (epichlorohydrin). Procedure: N-ethyl-m-toluidine (1.0 mole) and epichlorohydrin (225 g) were mixed and allowed to stand three days at room temperature. The reaction mixture was heated at 140°-145° C. for 6 hrs. and then distilled under vacuum. The product (100 g) which boiled at 143° C. at 1.1 mmHg was recovered in 52% of the theoretical yield. As a reaction SMILES: [CH2:1]([NH:3][C:4]1[CH:9]=[CH:8][CH:7]=[C:6]([CH3:10])[CH:5]=1)[CH3:2].[CH2:11]([CH:13]1[O:15][CH2:14]1)Cl>>[CH2:1]([N:3]1[C:4]2[C:9](=[CH:8][CH:7]=[C:6]([CH3:10])[CH:5]=2)[CH2:14][CH:13]([OH:15])[CH2:11]1)[CH3:2]. Run at time 3 day. Product: C(C)N1CC(CC2=CC=C(C=C12)C)O (N-Ethyl-3-Hydroxy-7-Methyl-1,2,3,4-Tetrahydroquinoline). Reactants: O=c1ccc(-c2cccc(Br)c2)n[nH]1, C1COCCN1, CO. Product: O=c1ccc(-c2cccc(Br)c2)nn1CN1CCOCC1. Reaction SMILES: [Br:1][c:2]1[cH:3][c:4](-[c:8]2[cH:9][cH:10][c:11](=[O:14])[nH:12][n:13]2)[cH:5][cH:6][cH:7]1.[CH2:15]1[CH2:16][O:17][CH2:18][CH2:19][NH:20]1.[CH3:21][OH:22]>>[Br:1][c:2]1[cH:3][c:4](-[c:8]2[cH:9][cH:10][c:11](=[O:14])[n:12]([CH2:21][N:20]3[CH2:15][CH2:16][O:17][CH2:18][CH2:19]3)[n:13]2)[cH:5][cH:6][cH:7]1. Reactants: CCCN(Cc1ccc(CO)cc1)c1nc(-c2ccc(C(F)(F)F)cc2)cs1, CCCCP(CCCC)CCCC, Cc1ccccc1, CCCCCC, O=C(N=NC(=O)N1CCCCC1)N1CCCCC1, COC(=O)C1CC1c1ccc(O)cc1. Yields the product CCCN(Cc1ccc(COc2ccc(C3CC3C(=O)OC)cc2)cc1)c1nc(-c2ccc(C(F)(F)F)cc2)cs1. RXN SMILES: [CH2:15]([CH2:16][CH3:17])[N:18]([c:19]1[s:20][cH:21][c:22](-[c:24]2[cH:25][cH:26][c:27]([C:30]([F:31])([F:32])[F:33])[cH:28][cH:29]2)[n:23]1)[CH2:34][c:35]1[cH:36][cH:37][c:38]([CH2:41][OH:42])[cH:39][cH:40]1.[CH2:43]([P:44]([CH2:45][CH2:46][CH2:47][CH3:48])[CH2:49][CH2:50][CH2:51][CH3:52])[CH2:53][CH2:54][CH3:55].[CH3:74][c:75]1[cH:76][cH:77][cH:78][cH:79][cH:80]1.[CH3:81][CH2:82][CH2:83][CH2:84][CH2:85][CH3:86].[N:56]([C:57]([N:58]1[CH2:59][CH2:60][CH2:61][CH2:62][CH2:63]1)=[O:64])=[N:65][C:66]([N:67]1[CH2:68][CH2:69][CH2:70][CH2:71][CH2:72]1)=[O:73].[OH:1][c:2]1[cH:3][cH:4][c:5]([CH:8]2[CH:9]([C:11](=[O:12])[O:13][CH3:14])[CH2:10]2)[cH:6][cH:7]1>>[O:1]([c:2]1[cH:3][cH:4][c:5]([CH:8]2[CH:9]([C:11](=[O:12])[O:13][CH3:14])[CH2:10]2)[cH:6][cH:7]1)[CH2:41][c:38]1[cH:37][cH:36][c:35]([CH2:34][N:18]([CH2:15][CH2:16][CH3:17])[c:19]2[s:20][cH:21][c:22](-[c:24]3[cH:25][cH:26][c:27]([C:30]([F:31])([F:32])[F:33])[cH:28][cH:29]3)[n:23]2)[cH:40][cH:39]1.